From a dataset of the Open Reaction Database (ORD), a public repository of structured organic reaction records. describe an organic reaction: reactants, conditions, products, and yield The reactants are C(C)=O (acetaldehyde), OCCNC1=CC=C(C=C1)C (N-(2-hydroxyethyl)-p-toluidine). The product is C(C)N(C1=CC=C(C=C1)C)CCO (N-ethyl-N-(2-hydroxyethyl)-p-toluidine). RXN SMILES: [CH:1](=[O:3])[CH3:2].O[CH2:5][CH2:6][NH:7][C:8]1[CH:13]=[CH:12][C:11]([CH3:14])=[CH:10][CH:9]=1>>[CH2:6]([N:7]([CH2:2][CH2:1][OH:3])[C:8]1[CH:13]=[CH:12][C:11]([CH3:14])=[CH:10][CH:9]=1)[CH3:5]. Procedure: N-ethyl-N-(2-hydroxyethyl)-p-toluidine (EHPT) was prepared substantially as described above in Example 1, except that acetaldehyde was added to ethylate N-(2-hydroxyethyl)-p-toluidine. The solvent is O (Water). Product: COC=1C(=NC2=CC(=C(C=C2N1)OC)OC)C(=O)O (3,6,7-Trimethoxy-2-quinoxalinecarboxylic acid). Procedure: 3-Chloro-6,7-dimethoxy-2-quinoxalinecarboxylic acid, ethyl ester (3.5 g) was added to sodium methoxide (prepared from sodium (0.7 g) in methanol (250 ml)). The solution was heated under reflux for 2 hours. Water (50 ml) was added and the solution was heated under reflux for 45 minutes and cooled. 2N Hydrochloric acid was added to give a mixture of pH1 and the methanol was distilled off. Water (500 ml) was added and the solution was extracted with ethyl acetate. The extract was dried over magnesi... Reaction SMILES: Cl[C:2]1[C:3]([C:16]([O:18]CC)=[O:17])=[N:4][C:5]2[C:10]([N:11]=1)=[CH:9][C:8]([O:12][CH3:13])=[C:7]([O:14][CH3:15])[CH:6]=2.[CH3:21][O-:22].[Na+].Cl>O>[CH3:21][O:22][C:2]1[C:3]([C:16]([OH:18])=[O:17])=[N:4][C:5]2[C:10]([N:11]=1)=[CH:9][C:8]([O:12][CH3:13])=[C:7]([O:14][CH3:15])[CH:6]=2 |f:1.2|. Reactants: ClC=1C(=NC2=CC(=C(C=C2N1)OC)OC)C(=O)OCC (3-Chloro-6,7-dimethoxy-2-quinoxalinecarboxylic acid, ethyl ester), C[O-].[Na+] (sodium methoxide), Cl (Hydrochloric acid). Starting materials: O=c1[nH]c(-c2ccccc2F)nc2ccc(Br)cc12, CN(C)C=O, ClC(Cl)Cl, O=S(Cl)Cl. Yields the product Fc1ccccc1-c1nc(Cl)c2cc(Br)ccc2n1. RXN SMILES: [Br:1][c:2]1[cH:3][c:4]2[c:5](=[O:19])[nH:6][c:7](-[c:12]3[c:13]([F:18])[cH:14][cH:15][cH:16][cH:17]3)[n:8][c:9]2[cH:10][cH:11]1.[CH:24]([N:25]([CH3:26])[CH3:27])=[O:28].[CH:29]([Cl:30])([Cl:31])[Cl:32].[S:20]([Cl:21])([Cl:22])=[O:23]>>[Br:1][c:2]1[cH:3][c:4]2[c:5]([Cl:22])[n:6][c:7](-[c:12]3[c:13]([F:18])[cH:14][cH:15][cH:16][cH:17]3)[n:8][c:9]2[cH:10][cH:11]1. Reactants: O1CC1CCCCCC (1,2-epoxyoctane), C1CC(=O)N(C1=O)Br (NBS), C(C1=CC=CC=C1)(=O)OOC(C1=CC=CC=C1)=O (benzoyl peroxide), C1=CC=CC2=CC=CC=C12 (naphthalene), stainless steel. Run in CN(C)C=O (DMF). Yields the product C(CCCCC)C1OC(OC1)=O (4-Hexyl-1,3-dioxolan-2-one). Isolated yield 87.0%. Reaction SMILES: [O:1]1[CH:3]([CH2:4][CH2:5][CH2:6][CH2:7][CH2:8][CH3:9])[CH2:2]1.C1C(=O)N(Br)C(=O)C1.[C:18]([O:26]OC(=O)C1C=CC=CC=1)(=[O:25])C1C=CC=CC=1.C1C2C(=CC=CC=2)C=CC=1>CN(C=O)C>[CH2:4]([CH:3]1[CH2:2][O:26][C:18](=[O:25])[O:1]1)[CH2:5][CH2:6][CH2:7][CH2:8][CH3:9]. Procedure details: A 5 mL volumetric flask was charged with 1.5 mL of 1,2-epoxyoctane (1a, 10 mmol), 89 mg of NBS (0.5 mmol), 0.12 g of benzoyl peroxide (0.5 mmol), and 0.13 g of naphthalene (1.0 mmol). The volumetric flask was filled to the mark with anhydrous DMF (2 M). An 8 mL, stainless steel Harvard Apparatus syringe was filled with the solution and then attached to the flow apparatus (syringe pump). The flow apparatus itself was set up as described above. After approximately 4 tR's (˜2 h), a sample was taken... Starting materials: [H-].[Na+] (sodium hydride), C(=O)(OC(C)(C)C)N1CC(C1)O (N-Boc-3-hydroxy-azetidine), [N+](=O)([O-])C1=C(C=C(C=C1)F)C (2-nitro-5-fluorotoluene). Solvent: C1CCOC1 (THF), C1CCOC1 (THF). Conditions: time 0.5 hour. The product is C(C)(C)(C)OC(=O)N1CC(C1)OC1=CC(=C(C=C1)[N+](=O)[O-])C (3-(3-Methyl-4-nitro-phenoxy)-azetidine-1-carboxylic acid tert-butyl ester). Yield: 84.3%. RXN SMILES: [C:1]([N:8]1[CH2:11][CH:10]([OH:12])[CH2:9]1)([O:3][C:4]([CH3:7])([CH3:6])[CH3:5])=[O:2].[H-].[Na+].[N+:15]([C:18]1[CH:23]=[CH:22][C:21](F)=[CH:20][C:19]=1[CH3:25])([O-:17])=[O:16]>C1COCC1>[C:4]([O:3][C:1]([N:8]1[CH2:11][CH:10]([O:12][C:21]2[CH:22]=[CH:23][C:18]([N+:15]([O-:17])=[O:16])=[C:19]([CH3:25])[CH:20]=2)[CH2:9]1)=[O:2])([CH3:7])([CH3:6])[CH3:5] |f:1.2|. Procedure: In a dry flask, N-Boc-3-hydroxy-azetidine (9.8 g, 57 mmol) was dissolved in 200 mL of dry THF. The solution was cooled with an ice-water bath and sodium hydride (2.0 g, 83.mmol) was added in several portions. The suspension was stirred for an additional 0.5 hours, then 7.9 g of 2-nitro-5-fluorotoluene (7.9 g, 51 mmol) in 100 mL of dry THF was added dropwise. The solution was stirred overnight at room temperature. The THF was removed under vacuum and the residue was partitioned between ethyl acet... The reactants are ClC=1C=CC2=C([C@H](O[C@@H](C(N2CC(C)(C)C)=O)CC(=O)O)C2=C(C=CC=C2)OC)C1 ((3R,5S)-7-chloro-5-(2-methoxyphenyl)-1-neopentyl-2-oxo-1,2,3,5-tetrahydro-4,1-benzoxazepine-3-acetic acid), [OH-].[Na+] (sodium hydroxide). Solvent: CO (methanol). Product: ClC=1C=CC2=C([C@H](O[C@@H](C(N2CC(C)(C)C)=O)CC(=O)[O-])C2=C(C=CC=C2)OC)C1.[Na+] (sodium (3R,5S)-7-chloro-5-(2-methoxyphenyl)-1-neopentyl-2-oxo-1,2,3,5-tetrahydro-4,1-benzoxazepine-3-acetate). RXN SMILES: [Cl:1][C:2]1[CH:3]=[CH:4][C:5]2[N:11]([CH2:12][C:13]([CH3:16])([CH3:15])[CH3:14])[C:10](=[O:17])[C@@H:9]([CH2:18][C:19]([OH:21])=[O:20])[O:8][C@H:7]([C:22]3[CH:27]=[CH:26][CH:25]=[CH:24][C:23]=3[O:28][CH3:29])[C:6]=2[CH:30]=1.[OH-].[Na+:32]>CO>[Cl:1][C:2]1[CH:3]=[CH:4][C:5]2[N:11]([CH2:12][C:13]([CH3:16])([CH3:15])[CH3:14])[C:10](=[O:17])[C@@H:9]([CH2:18][C:19]([O-:21])=[O:20])[O:8][C@H:7]([C:22]3[CH:27]=[CH:26][CH:25]=[CH:24][C:23]=3[O:28][CH3:29])[C:6]=2[CH:30]=1.[Na+:32] |f:1.2,4.5|. Procedure details: To a suspension of (3R,5S)-7-chloro-5-(2-methoxyphenyl)-1-neopentyl-2-oxo-1,2,3,5-tetrahydro-4,1-benzoxazepine-3-acetic acid (12 g) in methanol (200 ml) was added 1N aqueous sodium hydroxide (27.7 ml). After the acid was dissolved completely, the mixture was concentrated in vacuo. To the residue was added ethyl acetate (200 ml) and the mixture was concentrated in vacuo. The deposited crystals were collected to give sodium (3R,5S)-7-chloro-5-(2-methoxyphenyl)-1-neopentyl-2-oxo-1,2,3,5-tetrahydro-...